From a dataset of the Open Reaction Database (ORD), a public repository of structured organic reaction records. describe an organic reaction: reactants, conditions, products, and yield Starting materials: [Cl-].[Cl-].[Cl-].[Al+3] (Aluminum trichloride), C1(CCC(=O)O1)=O (succinic anhydride), FC1=C(C=CC=C1)C1=CC=CC=C1 (2-fluorobiphenyl). Run in ClC(C)Cl (dichloroethane), Cl (hydrochloric acid). Conditions: time 4 hour. Product: FC1=C(C=CC=C1)C1=CC=C(C(=O)CCC(=O)O)C=C1 (3-[4-(2-Fluorophenyl)benzoyl]propanoic acid). The yield is 88.7%. Reaction SMILES: [Cl-].[Cl-].[Cl-].[Al+3].[C:5]1(=[O:11])[O:10][C:8](=[O:9])[CH2:7][CH2:6]1.[F:12][C:13]1[CH:18]=[CH:17][CH:16]=[CH:15][C:14]=1[C:19]1[CH:24]=[CH:23][CH:22]=[CH:21][CH:20]=1>ClC(Cl)C.Cl>[F:12][C:13]1[CH:18]=[CH:17][CH:16]=[CH:15][C:14]=1[C:19]1[CH:20]=[CH:21][C:22]([C:5]([CH2:6][CH2:7][C:8]([OH:10])=[O:9])=[O:11])=[CH:23][CH:24]=1 |f:0.1.2.3|. Procedure details: Aluminum trichloride (6.2 g, 46.5 mmol) was suspended in 50 ml of dichloroethane, and 3.02 g (30.2 mmol) of succinic anhydride and 4.0 g (23.2 mmol) of 2-fluorobiphenyl were added thereto, followed by stirring the mixture at room temperature for 4 hours. The reaction solution was poured in hydrochloric acid containing ice, and extracted with chloroform. The organic layer was washed with water, and dried over anhydrous magnesium sulfate. After the solvent was distilled off under reduced pressure,... The reactants are ClC1=C(C(=O)NC2=CC=CC3=C2OC(=C3C)C)C(=CC=C1COCOCCOC)Cl (7-[2,6-dichloro-3-(2-methoxyethyl)oxymethoxymethylbenzoylamino]-2,3-dimethylbenzo[b]furan). The solvent is Cl (hydrogen chloride). The product is ClC1=C(C(=O)NC2=CC=CC3=C2OC(=C3C)C)C(=CC=C1CO)Cl (7-(2,6-dichloro-3-hydroxymethylbenzoylamino)-2,3-dimethylbenzo[b]furan). Yield: 88.4%. RXN SMILES: [Cl:1][C:2]1[C:21]([CH2:22][O:23]COCCOC)=[CH:20][CH:19]=[C:18]([Cl:30])[C:3]=1[C:4]([NH:6][C:7]1[C:12]2[O:13][C:14]([CH3:17])=[C:15]([CH3:16])[C:11]=2[CH:10]=[CH:9][CH:8]=1)=[O:5]>Cl>[Cl:1][C:2]1[C:21]([CH2:22][OH:23])=[CH:20][CH:19]=[C:18]([Cl:30])[C:3]=1[C:4]([NH:6][C:7]1[C:12]2[O:13][C:14]([CH3:17])=[C:15]([CH3:16])[C:11]=2[CH:10]=[CH:9][CH:8]=1)=[O:5]. Procedure: A solution of 7-[2,6-dichloro-3-(2-methoxyethyl)oxymethoxymethylbenzoylamino]-2,3-dimethylbenzo[b]furan (305 mg) in 10% methanolic hydrogen chloride (4.5 m.l) was refluxed for 1 hour. The reaction mixture was cooled and the separated solid was collected to give 7-(2,6-dichloro-3-hydroxymethylbenzoylamino)-2,3-dimethylbenzo[b]furan (217 mg). Reactants: C1(=CC=CC=C1)C(=NNC1=CC=CC=C1)C1=CC=CC=C1 (1-(diphenylmethylene)-2-phenylhydrazine), BrCCC1=CC=CC=C1 ((2-bromoethyl)benzene). Yields the product C1(=CC=CC=C1)C(=NN(C1=CC=CC=C1)CCC1=CC=CC=C1)C1=CC=CC=C1 (2-(diphenylmethylene)-1-phenethyl-1-phenylhydrazine). As a reaction SMILES: [C:1]1([C:7]([C:16]2[CH:21]=[CH:20][CH:19]=[CH:18][CH:17]=2)=[N:8][NH:9][C:10]2[CH:15]=[CH:14][CH:13]=[CH:12][CH:11]=2)[CH:6]=[CH:5][CH:4]=[CH:3][CH:2]=1.Br[CH2:23][CH2:24][C:25]1[CH:30]=[CH:29][CH:28]=[CH:27][CH:26]=1>>[C:1]1([C:7]([C:16]2[CH:21]=[CH:20][CH:19]=[CH:18][CH:17]=2)=[N:8][N:9]([CH2:23][CH2:24][C:25]2[CH:30]=[CH:29][CH:28]=[CH:27][CH:26]=2)[C:10]2[CH:11]=[CH:12][CH:13]=[CH:14][CH:15]=2)[CH:2]=[CH:3][CH:4]=[CH:5][CH:6]=1. Procedure details: General procedure B was used to convert 1-(diphenylmethylene)-2-phenylhydrazine (200 mg, 0.735 mmol; Example 79A) and (2-bromoethyl)benzene (1.29 g, 6.9 mmol; Aldrich) to the title compound: MS (DCI/NH3) m/z 391 (M+H)+. Reactants: COC1=CC=C(C=C1)C1=NNC2=C(C=CC=C12)C(F)(F)F (3-(4-methoxyphenyl)-7-trifluoromethyl-1H-indazole), [H-].[Na+] (sodium hydride), ICCCCC (1-iodopentane). The product is COC1=CC=C(C=C1)C1=NN(C2=C(C=CC=C12)C(F)(F)F)CCCCC (3-(4-methoxyphenyl)-7-trifluoromethyl-1-pentyl-1H-indazole). Isolated yield 37.5%. Reaction SMILES: [CH3:1][O:2][C:3]1[CH:8]=[CH:7][C:6]([C:9]2[C:17]3[C:12](=[C:13]([C:18]([F:21])([F:20])[F:19])[CH:14]=[CH:15][CH:16]=3)[NH:11][N:10]=2)=[CH:5][CH:4]=1.[H-].[Na+].I[CH2:25][CH2:26][CH2:27][CH2:28][CH3:29]>>[CH3:1][O:2][C:3]1[CH:4]=[CH:5][C:6]([C:9]2[C:17]3[C:12](=[C:13]([C:18]([F:21])([F:19])[F:20])[CH:14]=[CH:15][CH:16]=3)[N:11]([CH2:25][CH2:26][CH2:27][CH2:28][CH3:29])[N:10]=2)=[CH:7][CH:8]=1 |f:1.2|. Procedure: Prepared according to Method D step B from 3-(4-methoxyphenyl)-7-trifluoromethyl-1H-indazole (0.146 g, 0.5 mmol), sodium hydride (60% in oil, 0.024 g, 0.6 mmol) and 1-iodopentane (0.130 mL, 1.0 mmol) to give the title compound (0.068 g) as a white solid. Starting materials: CC(C)(C)OC(=O)N=NC(=O)OC(C)(C)C, O=[N+]([O-])c1ccccc1S(=O)(=O)NCCCOC1CCCCO1, C1CCOC1, O=c1c2occc2ccn1CCO, c1ccc(P(c2ccccc2)c2ccccc2)cc1. Product: O=c1c2occc2ccn1CCN(CCCOC1CCCCO1)S(=O)(=O)c1ccccc1[N+](=O)[O-]. Reaction SMILES: [C:20]([O:21][C:22]([N:23]=[N:24][C:25]([O:26][C:27]([CH3:28])([CH3:29])[CH3:30])=[O:31])=[O:32])([CH3:33])([CH3:34])[CH3:35].[N+:49](=[O:50])([O-:51])[c:52]1[c:53]([S:58](=[O:59])(=[O:60])[NH:61][CH2:62][CH2:63][CH2:64][O:65][CH:66]2[O:67][CH2:68][CH2:69][CH2:70][CH2:71]2)[cH:54][cH:55][cH:56][cH:57]1.[O:72]1[CH2:73][CH2:74][CH2:75][CH2:76]1.[OH:36][CH2:37][CH2:38][n:39]1[c:40](=[O:48])[c:41]2[c:42]([cH:43][cH:44]1)[cH:45][cH:46][o:47]2.[c:1]1([P:2]([c:3]2[cH:4][cH:5][cH:6][cH:7][cH:8]2)[c:9]2[cH:10][cH:11][cH:12][cH:13][cH:14]2)[cH:15][cH:16][cH:17][cH:18][cH:19]1>>[CH2:37]([CH2:38][n:39]1[c:40](=[O:48])[c:41]2[c:42]([cH:43][cH:44]1)[cH:45][cH:46][o:47]2)[N:61]([S:58]([c:53]1[c:52]([N+:49](=[O:50])[O-:51])[cH:57][cH:56][cH:55][cH:54]1)(=[O:59])=[O:60])[CH2:62][CH2:63][CH2:64][O:65][CH:66]1[O:67][CH2:68][CH2:69][CH2:70][CH2:71]1. Solvent: CCCCCC (hexane), C(C)(=O)OCC (ethyl acetate), CC(=O)C (acetone). Procedure details: 2-Amino-4-(1,1dimethylethyl)phenol (90.0 g, 546 mol, described in Example 1) was dissolved in acetone (900 ml) and heated at reflux for 2 days in the presence of anhydrous potassium carbonate (81.0 g, 534 mmol) and chloroacetonitrile (40.5 g, 535 mmol). The mixture was allowed to stand for an additional day at 20°-24° C. The mixture then was treated with more potassium carbonate (15.0 g) and chloroacetonitrile (10 g) under the same conditions. The mixture was mixed with charcoal and filtered thr... Starting materials: C([O-])([O-])=O.[K+].[K+] (potassium carbonate), ClCC#N (chloroacetonitrile), NC1=C(C=CC(=C1)C(C)(C)C)O (2-Amino-4-(1,1-dimethylethyl)phenol), C([O-])([O-])=O.[K+].[K+] (potassium carbonate), ClCC#N (chloroacetonitrile), C (charcoal). The product is C(#N)COC1=C(C=C(C=C1)C(C)(C)C)N (2-Cyanomethoxy-5-(1,1-dimethylethyl)benzenamine). Reaction SMILES: [NH2:1][C:2]1[CH:7]=[C:6]([C:8]([CH3:11])([CH3:10])[CH3:9])[CH:5]=[CH:4][C:3]=1[OH:12].C(=O)([O-])[O-].[K+].[K+].Cl[CH2:20][C:21]#[N:22].C>CC(C)=O.CCCCCC.C(OCC)(=O)C>[C:21]([CH2:20][O:12][C:3]1[CH:4]=[CH:5][C:6]([C:8]([CH3:9])([CH3:11])[CH3:10])=[CH:7][C:2]=1[NH2:1])#[N:22] |f:1.2.3|. The reactants are N(CCO)CCO (diethanolamine), ClC(CC1CO1)(Cl)Cl (4,4,4-trichloro-1,2-epoxybutane). Run in C(C)O (ethanol). Product: 135.7g, OCCN(CCO)CC(CC(Cl)(Cl)Cl)O (N,N-bis(2-hydroxyethyl)-4,4,4-trichloro-2-hydroxy-1-butylamine). Yield: 96.5%. As a reaction SMILES: [NH:1]([CH2:5][CH2:6][OH:7])[CH2:2][CH2:3][OH:4].[Cl:8][C:9]([Cl:15])([Cl:14])[CH2:10][CH:11]1[O:13][CH2:12]1>C(O)C>[OH:4][CH2:3][CH2:2][N:1]([CH2:12][CH:11]([OH:13])[CH2:10][C:9]([Cl:15])([Cl:14])[Cl:8])[CH2:5][CH2:6][OH:7]. Reported procedure: To a solution of 52.5g (0.5 mole) diethanolamine in 100 ml ethanol heated to reflux was added 87.7g (0.5 mole) 4,4,4-trichloro-1,2-epoxybutane over a period of 105 minutes. After refluxing with agitation for an additional 5 hours the solvent was removed via vacuum leaving 135.7g (96.5%) of N,N-bis(2-hydroxyethyl)-4,4,4-trichloro-2-hydroxy-1-butylamine, a clear dark, highly viscous liquid; hydroxyl number = 600. This product is soluble in water (pH≈8) and in xylene. Analysis: (Calculated) %N, 5.0... Starting materials: ice, ice, C1(CC2=C1C=CC=C2)=O (Benzocyclobutenone), S(O)(O)(=O)=O (sulfuric acid), [K+].[Br-] (KBr), S(O)(O)(=O)=O (sulfuric acid), [N+](=O)(O)[O-] (nitric acid). The solvent is O (water). Reaction conditions: temperature -10 celsius, time 10 minute. The product is [N+](=O)([O-])C=1C=CC2=C(C(C2)=O)C1 (5-Nitrobenzocyclobutenone). Reaction SMILES: [C:1]1(=[O:9])[C:4]2[CH:5]=[CH:6][CH:7]=[CH:8][C:3]=2[CH2:2]1.S(=O)(=O)(O)O.[N+:15]([O-])([OH:17])=[O:16].[K+].[Br-]>O>[N+:15]([C:6]1[CH:7]=[CH:8][C:3]2[CH2:2][C:1](=[O:9])[C:4]=2[CH:5]=1)([O-:17])=[O:16] |f:3.4|. Reported procedure: Benzocyclobutenone (3.0 g, 25.42 mmol) was added slowly to concentrated sulfuric acid (6 mL) at -5° C.-0° C. with vigorous stirring. The resulting solution was further cooled to -10° C. and the mixture of concentrated sulfuric acid (3 mL) and nitric acid (70%, d 1.42, 2.0 mL) was added at such a rate that the solution temperature remained between -10° C. and -5° C. After the completion of addition of nitrating solution, stirring continued for 10 min. The reaction mixture was then poured into an ... Starting materials: CCOC(=O)CBr, O=C([O-])[O-], CC(C)(C)OC(=O)Nc1ccc(O)cc1Cl, [Cs+], [Cs+], CN(C)C=O. Yields the product CCOC(=O)COc1ccc(NC(=O)OC(C)(C)C)c(Cl)c1. Reaction SMILES: [Br:23][CH2:24][C:25](=[O:26])[O:27][CH2:28][CH3:29].[C:17](=[O:18])([O-:19])[O-:20].[CH3:1][C:2]([CH3:3])([O:4][C:5](=[O:6])[NH:7][c:8]1[c:9]([Cl:15])[cH:10][c:11]([OH:14])[cH:12][cH:13]1)[CH3:16].[Cs+:21].[Cs+:22].[O:30]=[CH:31][N:32]([CH3:33])[CH3:34]>>[CH3:1][C:2]([CH3:3])([O:4][C:5](=[O:6])[NH:7][c:8]1[c:9]([Cl:15])[cH:10][c:11]([O:14][CH2:24][C:25](=[O:26])[O:27][CH2:28][CH3:29])[cH:12][cH:13]1)[CH3:16].